From a dataset of the Open Reaction Database (ORD), a public repository of structured organic reaction records. describe an organic reaction: reactants, conditions, products, and yield Starting materials: CC([C@H](C(N1CCCC1)=O)NC(OC(C)(C)C)=O)(C)C ((R)-tert-butyl 3,3-dimethyl-1-oxo-1-(pyrrolidin-1-yl)butan-2-ylcarbamate), CO (MeOH), Cl (hydrogen chloride). The product is Cl.N[C@@H](C(=O)N1CCCC1)C(C)(C)C ((R)-2-amino-3,3-dimethyl-1-(pyrrolidin-1-yl)butan-1-one hydrochloride). Reported procedure: In a 10 mL round-bottomed flask, (R)-tert-butyl 3,3-dimethyl-1-oxo-1-(pyrrolidin-1-yl)butan-2-ylcarbamate (0.160 g, 0.56 mmol) was dissolved in 1.0 M hydrogen chloride solution in MeOH (3.6 ml, 3.6 mmol). The reaction mixture was stirred at room temperature overnight the concentrated to afford 140 mg of (R)-2-amino-3,3-dimethyl-1-(pyrrolidin-1-yl)butan-1-one hydrochloride as a hydroscopic off-white foam which was used without further purification. Reaction SMILES: [CH3:1][C:2]([CH3:20])([CH3:19])[C@@H:3]([NH:11]C(=O)OC(C)(C)C)[C:4](=[O:10])[N:5]1[CH2:9][CH2:8][CH2:7][CH2:6]1.CO.[ClH:23]>>[ClH:23].[NH2:11][C@H:3]([C:2]([CH3:20])([CH3:19])[CH3:1])[C:4]([N:5]1[CH2:9][CH2:8][CH2:7][CH2:6]1)=[O:10] |f:3.4|. Run at time 8 hour. Reactants: ClC1=CC=NC2=CC(=CC=C12)F (4-chloro-7-fluoroquinoline), ClC1=CC=C(C=C1)CCN (2-(4-chlorophenyl)ethyl amine). Product: ClC1=CC=C(C=C1)CCNC1=NC2=CC(=CC=C2C=C1)NCCC1=CC=C(C=C1)Cl (N,N'-Bis[2-(4-chlorophenyl)ethyl]-2,7-quinolinediamine). As a reaction SMILES: Cl[C:2]1[C:11]2[C:6](=[CH:7][C:8](F)=[CH:9][CH:10]=2)[N:5]=[CH:4][CH:3]=1.[Cl:13][C:14]1[CH:19]=[CH:18][C:17]([CH2:20][CH2:21][NH2:22])=[CH:16][CH:15]=1>>[Cl:13][C:14]1[CH:19]=[CH:18][C:17]([CH2:20][CH2:21][NH:22][C:4]2[CH:3]=[CH:2][C:11]3[C:6](=[CH:7][C:8]([NH:22][CH2:21][CH2:20][C:17]4[CH:18]=[CH:19][C:14]([Cl:13])=[CH:15][CH:16]=4)=[CH:9][CH:10]=3)[N:5]=2)=[CH:16][CH:15]=1. Procedure details: A mixture of 2.0 g of 4-chloro-7-fluoroquinoline and 3.5 g of 2-(4-chlorophenyl)ethyl amine was heated neat until fuming began. The mixture was then cooled. The product was extracted into a CHCl3 /ammonium hydroxide solution, which was then washed with water. Solvent was removed by reducing pressure. The residue was placed on a silica gel column with acetone, then flushed with ethanol. Solvent was removed by reducing pressure, giving the title product as a yellow-brown foam. Yield 1.1 g. M.P. 55... The reactants are ClCCl, Nc1cc(F)cc(F)c1C(=O)O, O=C(Cl)Cc1ccc2c(c1)OCO2, c1ccncc1. Yields the product O=C(Cc1ccc2c(c1)OCO2)Nc1cc(F)cc(F)c1C(=O)O. RXN SMILES: [Cl:32][CH2:33][Cl:34].[NH2:14][c:15]1[c:16]([C:17](=[O:18])[OH:19])[c:20]([F:25])[cH:21][c:22]([F:24])[cH:23]1.[O:1]1[CH2:2][O:3][c:4]2[c:5]1[cH:6][cH:7][c:8]([CH2:10][C:11](=[O:12])[Cl:13])[cH:9]2.[cH:26]1[cH:27][cH:28][n:29][cH:30][cH:31]1>>[O:1]1[CH2:2][O:3][c:4]2[c:5]1[cH:6][cH:7][c:8]([CH2:10][C:11](=[O:12])[NH:14][c:15]1[c:16]([C:17](=[O:18])[OH:19])[c:20]([F:25])[cH:21][c:22]([F:24])[cH:23]1)[cH:9]2. Yields the product OC1=CC=C2C(C(CSC2=C1)(C)C1=CC=C(C=C1)O)CCCCCCCCCSCCOCC(F)(F)F ((3RS,4RS)-7-Hydroxy-3-(4-hydroxyphenyl)-3-methyl-4-{9-[2-(2,2,2-trifluoroethoxy)ethylthio}nonyl}thiochroman). Run at time 1 day. Isolated yield 85.1%. Reactants: COCOC1=CC=C2C(C(CSC2=C1)(C)C1=CC=C(C=C1)OCOC)CCCCCCCCCSCCOCC(F)(F)F ((3RS,4RS)-7-Methoxymethoxy-3-(4-methoxymethoxyphenyl)-3-methyl-4-{9-[2-(2,2,2-trifluoroethoxy)ethylthio]nonyl}thiochroman). As a reaction SMILES: COC[O:4][C:5]1[CH:14]=[C:13]2[C:8]([CH:9]([CH2:26][CH2:27][CH2:28][CH2:29][CH2:30][CH2:31][CH2:32][CH2:33][CH2:34][S:35][CH2:36][CH2:37][O:38][CH2:39][C:40]([F:43])([F:42])[F:41])[C:10]([C:16]3[CH:21]=[CH:20][C:19]([O:22]COC)=[CH:18][CH:17]=3)([CH3:15])[CH2:11][S:12]2)=[CH:7][CH:6]=1>Cl.CO>[OH:4][C:5]1[CH:14]=[C:13]2[C:8]([CH:9]([CH2:26][CH2:27][CH2:28][CH2:29][CH2:30][CH2:31][CH2:32][CH2:33][CH2:34][S:35][CH2:36][CH2:37][O:38][CH2:39][C:40]([F:43])([F:42])[F:41])[C:10]([C:16]3[CH:17]=[CH:18][C:19]([OH:22])=[CH:20][CH:21]=3)([CH3:15])[CH2:11][S:12]2)=[CH:7][CH:6]=1 |f:1.2|. Solvent: Cl.CO (HCl MeOH). Procedure: (3RS,4RS)-7-Methoxymethoxy-3-(4-methoxymethoxyphenyl)-3-methyl-4-{9-[2-(2,2,2-trifluoroethoxy)ethylthio]nonyl}thiochroman (136 mg, 0.211 mmol) was dissolved in 10% HCl/MeOH (20 ml) and the mixture was stirred at room temperature for 1 day. After the reaction was completed, the mixture was concentrated, and silica gel column chromatography (n-hexane/ethyl acetate=5/1) gave (3RS,4RS)-7-Hydroxy-3-(4-hydroxyphenyl)-3-methyl-4-{9-[2-(2,2,2-trifluoroethoxy)ethylthio}nonyl}thiochroman (100 mg, 85%)